This data is from the Open Reaction Database (ORD), a public repository of structured organic reaction records. The task is: describe an organic reaction: reactants, conditions, products, and yield The reactants are CI (methyl iodide), C1(=CC=CC=C1)CNCCC1=CNC2=CC=C(C=C12)CC(=O)N (3-[2-[(phenylmethyl)amino]ethyl]-1H-indole-5-acetamide), C(C)(C)N(CC)C(C)C (diisopropylethylamine). The solvent is O1CCCC1 (tetrahydrofuran), O1CCCC1 (tetrahydrofuran). Run at time 16 hour. The product is O.CN(CCC1=CNC2=CC=C(C=C12)CC(=O)N)CC1=CC=CC=C1.CN(CC1=CC=CC=C1)CCC1=CNC2=CC=C(C=C12)CC(=O)N (3-[2-[Methyl(phenylmethyl)amino]ethyl]-1H-indole-5-acetamide hemihydrate). Yield: 124.0%. Reaction SMILES: CI.[C:3]1([CH2:9][NH:10][CH2:11][CH2:12][C:13]2[C:21]3[C:16](=[CH:17][CH:18]=[C:19]([CH2:22][C:23]([NH2:25])=[O:24])[CH:20]=3)[NH:15][CH:14]=2)[CH:8]=[CH:7][CH:6]=[CH:5][CH:4]=1.[CH:26](N(C(C)C)CC)(C)C>O1CCCC1>[OH2:24].[CH3:26][N:10]([CH2:9][C:3]1[CH:4]=[CH:5][CH:6]=[CH:7][CH:8]=1)[CH2:11][CH2:12][C:13]1[C:21]2[C:16](=[CH:17][CH:18]=[C:19]([CH2:22][C:23]([NH2:25])=[O:24])[CH:20]=2)[NH:15][CH:14]=1.[CH3:26][N:10]([CH2:11][CH2:12][C:13]1[C:21]2[C:16](=[CH:17][CH:18]=[C:19]([CH2:22][C:23]([NH2:25])=[O:24])[CH:20]=2)[NH:15][CH:14]=1)[CH2:9][C:3]1[CH:4]=[CH:5][CH:6]=[CH:7][CH:8]=1 |f:4.5.6|. Procedure details: A solution of methyl iodide (0.83 g) in tetrahydrofuran (50 ml) was added at room temperature to a solution of 3-[2-[(phenylmethyl)amino]ethyl]-1H-indole-5-acetamide (1.8 g) and diisopropylethylamine (0.76 g) in dry tetrahydrofuran (150 ml). The resulting solution was stirred at room temperature for 16 h and was then evaporated in vacuo to dryness. The residue was partitioned between chloroform (225 ml) and 8% aqueous sodium hydrogen carbonate (250 ml). The organic layer was run off and the aque...